From a dataset of the Open Reaction Database (ORD), a public repository of structured organic reaction records. describe an organic reaction: reactants, conditions, products, and yield Reactants: CSC=1C=C(C=CC1)C1=C(C=CC=C1)[N+](=O)[O-] (3'-Methylthio-2-nitrobiphenyl), hydrated sodium sulphide. Run in C(C)O (ethanol). The product is NC1=C(C=CC=C1)C1=CC(=CC=C1)SC (2-amino-3'-methylthiobiphenyl). RXN SMILES: [CH3:1][S:2][C:3]1[CH:4]=[C:5]([C:9]2[CH:14]=[CH:13][CH:12]=[CH:11][C:10]=2[N+:15]([O-])=O)[CH:6]=[CH:7][CH:8]=1>C(O)C>[NH2:15][C:10]1[CH:11]=[CH:12][CH:13]=[CH:14][C:9]=1[C:5]1[CH:6]=[CH:7][CH:8]=[C:3]([S:2][CH3:1])[CH:4]=1. Procedure: 3'-Methylthio-2-nitrobiphenyl (8 g) was heated at 90°-95° C. for 5 hours with hydrated sodium sulphide (15.6 g) and ethanol (200 ml) to give 2-amino-3'-methylthiobiphenyl (m.p. 114°-115° C.) as a brown oil which was converted into its hydrochloride salt. The reactants are CC(C)(C)OC(=O)N1CCC(CCC(=O)O)CC1, O=C(n1ccnc1)n1ccnc1, CC(=O)c1ccncc1, C1CCOC1, CC(C)[N-]C(C)C, CCOC(C)=O, [Li+]. Product: CC(C)(C)OC(=O)N1CCC(CCC(=O)CC(=O)c2ccncc2)CC1. RXN SMILES: [C:13]([CH3:14])([CH3:15])([CH3:16])[O:17][C:18](=[O:19])[N:20]1[CH2:21][CH2:22][CH:23]([CH2:26][CH2:27][C:28](=[O:29])[OH:30])[CH2:24][CH2:25]1.[C:1]([n:2]1[cH:3][cH:4][n:5][cH:6]1)([n:7]1[cH:8][cH:9][n:10][cH:11]1)=[O:12].[C:31]([CH3:32])(=[O:33])[c:34]1[cH:35][cH:36][n:37][cH:38][cH:39]1.[CH2:48]1[O:49][CH2:50][CH2:51][CH2:52]1.[CH3:41][CH:42]([N-:43][CH:44]([CH3:45])[CH3:46])[CH3:47].[CH3:53][CH2:54][O:55][C:56]([CH3:57])=[O:58].[Li+:40]>>[C:13]([CH3:14])([CH3:15])([CH3:16])[O:17][C:18](=[O:19])[N:20]1[CH2:21][CH2:22][CH:23]([CH2:26][CH2:27][C:28](=[O:30])[CH2:32][C:31](=[O:33])[c:34]2[cH:35][cH:36][n:37][cH:38][cH:39]2)[CH2:24][CH2:25]1. Reaction SMILES: [C:1]([NH:4]/[C:5](=[CH:16]/[C:17]1[CH:22]=[CH:21][C:20]([NH2:23])=[C:19]([CH2:24][CH3:25])[CH:18]=1)/[C:6]([O:8]CC1C=CC=CC=1)=[O:7])(=[O:3])[CH3:2]>CO.[Pd]>[C:1]([NH:4][C@H:5]([C:6]([OH:8])=[O:7])[CH2:16][C:17]1[CH:22]=[CH:21][C:20]([NH2:23])=[C:19]([CH2:24][CH3:25])[CH:18]=1)(=[O:3])[CH3:2]. Conditions: time 8 hour. Run in CO (methanol). Procedure details: A mixture of benzyl (2E)-2-(acetylamino)-3-(4-amino-3-ethylphenyl)-2-propenoate (5 g) and 10% Pd—C (100 mg) in methanol (50 mL) was stirred under an atmosphere of hydrogen (4 atmospheres) at ambient temperature overnight to provide the titled compound. MS (ESI(+)) m/e 251 (M+H)+; 1H NMR (300 MHz, DMSO-d6) δ 8.02 (d, 1H), 6.77-6.70 (m, 2H), 6.50 (d, 1H), 4.31-4.21 (m, 1H), 2.84 (dd, 1H), 2.65 (dd, 1H), 2.39 (q, 2H), 1.78 (s, 3H), 1.10 (t, 3H). Yields the product C(C)(=O)N[C@@H](CC1=CC(=C(C=C1)N)CC)C(=O)O (N-acetyl-4-amino-3-ethylphenylalanine). Starting materials: C(C)(=O)N\C(\C(=O)OCC1=CC=CC=C1)=C\C1=CC(=C(C=C1)N)CC (benzyl (2E)-2-(acetylamino)-3-(4-amino-3-ethylphenyl)-2-propenoate). The reagents and catalysts are [Pd] (Pd—C). The reactants are C(C)(C)(C)OC(=O)N1CCC(CC1)C(C(C1=C(C=CC=C1)[N+](=O)[O-])O)C(=O)OC (4-[2-hydroxy-1-methoxycarbonyl-2-(2-nitro-phenyl)-ethyl]-piperidine-1-carboxylic acid tert-butyl ester), C(C)(=O)O (acetic acid). The reagents and catalysts are [Fe] (Iron). Run in C(C)(=O)OCC (ethyl acetate). Run at temperature 80 celsius. Yields the product C(C)(C)(C)OC(=O)N1CCC(CC1)C1C(NC2=CC=CC=C2C1O)=O (4-(4-Hydroxy-2-oxo-1,2,3,4-tetrahydro-quinolin-3-yl)-piperidine-1-carboxylic acid tert-butyl ester). Yield: 77.0%. Reaction SMILES: [C:1]([O:5][C:6]([N:8]1[CH2:13][CH2:12][CH:11]([CH:14]([C:26]([O:28]C)=O)[CH:15]([OH:25])[C:16]2[CH:21]=[CH:20][CH:19]=[CH:18][C:17]=2[N+:22]([O-])=O)[CH2:10][CH2:9]1)=[O:7])([CH3:4])([CH3:3])[CH3:2].C(O)(=O)C>C(OCC)(=O)C.[Fe]>[C:1]([O:5][C:6]([N:8]1[CH2:13][CH2:12][CH:11]([CH:14]2[CH:15]([OH:25])[C:16]3[C:17](=[CH:18][CH:19]=[CH:20][CH:21]=3)[NH:22][C:26]2=[O:28])[CH2:10][CH2:9]1)=[O:7])([CH3:3])([CH3:4])[CH3:2]. Procedure details: In a 3 neck flask fitted with a nitrogen inlet, thermometer, and a mechanical stirrer, 4-[2-hydroxy-1-methoxycarbonyl-2-(2-nitro-phenyl)-ethyl]-piperidine-1-carboxylic acid tert-butyl ester (9.93 g, 24.3 mmoles) was dissolved in acetic acid (1.75 moles, 100 mL). Iron powder (8.90 g, 159 mmoles) was added to the vessel with stirring. The stirred mixture was slowly heated to 80° C. for 30 min and then cooled to room temperature. It was then diluted with ethyl acetate and filtered through a pad of ... Starting materials: COc1cc(C(=O)Cl)cc(OC)c1OC, CN1CCN(C2(CN)CCCCC2)CC1, c1ccccc1. The product is COc1cc(C(=O)NCC2(N3CCN(C)CC3)CCCCC2)cc(OC)c1OC, Cl. As a reaction SMILES: [CH3:1][O:2][c:3]1[cH:4][c:5]([C:6](=[O:7])[Cl:8])[cH:9][c:10]([O:14][CH3:15])[c:11]1[O:12][CH3:13].[NH2:16][CH2:17][C:18]1([N:24]2[CH2:25][CH2:26][N:27]([CH3:30])[CH2:28][CH2:29]2)[CH2:19][CH2:20][CH2:21][CH2:22][CH2:23]1.[cH:31]1[cH:32][cH:33][cH:34][cH:35][cH:36]1>>[CH3:1][O:2][c:3]1[cH:4][c:5]([C:6](=[O:7])[NH:16][CH2:17][C:18]2([N:24]3[CH2:25][CH2:26][N:27]([CH3:30])[CH2:28][CH2:29]3)[CH2:19][CH2:20][CH2:21][CH2:22][CH2:23]2)[cH:9][c:10]([O:14][CH3:15])[c:11]1[O:12][CH3:13].[ClH:8]. Starting materials: C(O)CN (ethanolamine), C(CCCCCCCCCCCCCCC)(=O)OC=C (vinyl palmitate), C[O-].[Na+] (sodium methoxide). Yields the product C(CCCCCCCCCCCCCCC)(=O)NCCO (N-palmitoylethanolamine). RXN SMILES: [CH2:1]([CH2:3][NH2:4])[OH:2].[C:5](OC=C)(=[O:21])[CH2:6][CH2:7][CH2:8][CH2:9][CH2:10][CH2:11][CH2:12][CH2:13][CH2:14][CH2:15][CH2:16][CH2:17][CH2:18][CH2:19][CH3:20].C[O-].[Na+]>>[C:5]([NH:4][CH2:3][CH2:1][OH:2])(=[O:21])[CH2:6][CH2:7][CH2:8][CH2:9][CH2:10][CH2:11][CH2:12][CH2:13][CH2:14][CH2:15][CH2:16][CH2:17][CH2:18][CH2:19][CH3:20] |f:2.3|. Procedure details: In an exemplary embodiment, 20 mmol ethanolamine was reacted with 1 mmol vinyl stearate at 80° C. for 1 hour in the presence of 1% sodium methoxide. N-stearoylethanolamine with 96% purity was obtained after the removal of excess ethanolamine without further purification. In another exemplary embodiment, 20 mmol ethanolamine was reacted with 1 mmol vinyl palmitate at 60° C. for 1.5 hours in the presence of 1% sodium methoxide. N-palmitoylethanolamine with 98% purity was obtained after the removal...